The task is: describe an organic reaction: reactants, conditions, products, and yield. This data is from the Open Reaction Database (ORD), a public repository of structured organic reaction records. Reactants: CN1CCN(CCOC(=O)Oc2ccc([N+](=O)[O-])cc2)CC1, COc1ccc(N2CCNCC2)cc1, CCN(C(C)C)C(C)C, CN(C)C=O. Yields the product COc1ccc(N2CCN(C(=O)OCCN3CCN(C)CC3)CC2)cc1. Reaction SMILES: [C:1]([O:2][CH2:3][CH2:4][N:5]1[CH2:6][CH2:7][N:8]([CH3:11])[CH2:9][CH2:10]1)([O:12][c:13]1[cH:14][cH:15][c:16]([N+:17]([O-:18])=[O:19])[cH:20][cH:21]1)=[O:22].[CH3:32][O:33][c:34]1[cH:35][cH:36][c:37]([N:40]2[CH2:41][CH2:42][NH:43][CH2:44][CH2:45]2)[cH:38][cH:39]1.[CH:23]([N:24]([CH2:25][CH3:26])[CH:27]([CH3:28])[CH3:29])([CH3:30])[CH3:31].[O:46]=[CH:47][N:48]([CH3:49])[CH3:50]>>[C:1]([O:2][CH2:3][CH2:4][N:5]1[CH2:6][CH2:7][N:8]([CH3:11])[CH2:9][CH2:10]1)(=[O:22])[N:43]1[CH2:42][CH2:41][N:40]([c:37]2[cH:36][cH:35][c:34]([O:33][CH3:32])[cH:39][cH:38]2)[CH2:45][CH2:44]1. The yield is 76.0%. Starting materials: CON=CC1=CC=C(C=C1)C (4-methylbenzaldehyde O-methyloxime), C(#N)[BH3-].[Na+] (sodium cyanoborohydride), compound 3-B. Yields the product CONCC1=CC=C(C=C1)C (O-Methyl-N-(4-methyl-benzyl)-hydroxylamine). Procedure details: Reduction of 4-methylbenzaldehyde O-methyloxime with sodium cyanoborohydride as described in the preparation of compound 3-B gave the title hydroxylamine as a clear oil (76% yield): bp 70-80° C./3.5 torr (bulb to bulb distillation, air bath temperature). 1HNMR 400 MHz (CDCl3) δ (ppm): 2.36 (3H, s, CH3), 3.54 (3H, s, OCH3), 4.04 (2H, s, NCH2), 5.7 (broad, NH), 7.17 (2H, d, J=8.1 Hz, aromatics), 7.26 (2H, d, J=8.1 Hz, aromatics). The hydrochloride salt was obtained as a white solid: mp 162-164° C.... RXN SMILES: [CH3:1][O:2][N:3]=[CH:4][C:5]1[CH:10]=[CH:9][C:8]([CH3:11])=[CH:7][CH:6]=1.C([BH3-])#N.[Na+]>>[CH3:1][O:2][NH:3][CH2:4][C:5]1[CH:10]=[CH:9][C:8]([CH3:11])=[CH:7][CH:6]=1 |f:1.2|. The reactants are BrC1=CC(=C(C=C1)N1C(NN=C1C[C@H]1CN(CC1)C(=O)C1CC1)=O)C (4-(4-bromo-2-methylphenyl)-5-{[(3S)-1-(cyclopropylcarbonyl)-3-pyrrolidinyl]methyl}-2,4-dihydro-3H-1,2,4-triazol-3-one), N1C=CC2=CC=C(C=C12)B(O)O (1H-indol-6-ylboronic acid), C(=O)([O-])[O-].[K+].[K+] (K2CO3), O1CCOCC1 (1,4-dioxane). The reagents and catalysts are C1=CC=C(C=C1)P([C-]2C=CC=C2)C3=CC=CC=C3.C1=CC=C(C=C1)P([C-]2C=CC=C2)C3=CC=CC=C3.Cl[Pd]Cl.[Fe+2] (PdCl2(dppf)). Solvent: O (water). Reaction conditions: temperature 150 celsius. The product is C1(CC1)C(=O)N1C[C@@H](CC1)CC=1N(C(NN1)=O)C1=C(C=C(C=C1)C1=CC=C2C=CNC2=C1)C (5-{[(3S)-1-(cyclopropylcarbonyl)-3-pyrrolidinyl]methyl}-4-[4-(1H-indol-6-yl)-2-methylphenyl]-2,4-dihydro-3H-1,2,4-triazol-3-one). Yield: 49.0%. RXN SMILES: Br[C:2]1[CH:7]=[CH:6][C:5]([N:8]2[C:12]([CH2:13][C@@H:14]3[CH2:18][CH2:17][N:16]([C:19]([CH:21]4[CH2:23][CH2:22]4)=[O:20])[CH2:15]3)=[N:11][NH:10][C:9]2=[O:24])=[C:4]([CH3:25])[CH:3]=1.[NH:26]1[C:34]2[C:29](=[CH:30][CH:31]=[C:32](B(O)O)[CH:33]=2)[CH:28]=[CH:27]1.C([O-])([O-])=O.[K+].[K+].O1CCOCC1>C1C=CC(P(C2C=CC=CC=2)[C-]2C=CC=C2)=CC=1.C1C=CC(P(C2C=CC=CC=2)[C-]2C=CC=C2)=CC=1.Cl[Pd]Cl.[Fe+2].O>[CH:21]1([C:19]([N:16]2[CH2:17][CH2:18][C@@H:14]([CH2:13][C:12]3[N:8]([C:5]4[CH:6]=[CH:7][C:2]([C:32]5[CH:33]=[C:34]6[C:29]([CH:28]=[CH:27][NH:26]6)=[CH:30][CH:31]=5)=[CH:3][C:4]=4[CH3:25])[C:9](=[O:24])[NH:10][N:11]=3)[CH2:15]2)=[O:20])[CH2:23][CH2:22]1 |f:2.3.4,6.7.8.9|. Reported procedure: A microwave vial was charged with 4-(4-bromo-2-methylphenyl)-5-{[(3S)-1-(cyclopropylcarbonyl)-3-pyrrolidinyl]methyl}-2,4-dihydro-3H-1,2,4-triazol-3-one (105 mg, 0.259 mmol), 1H-indol-6-ylboronic acid (41.7 mg, 0.259 mmol), PdCl2(dppf) (9.48 mg, 0.013 mmol), K2CO3 (90 mg, 0.648 mmol), 1,4-dioxane (3 mL) and water (1 mL). The reaction was purged with nitrogen, sealed and heated in a microwave reactor at 150° C. for 30 min (LCMS indicated complete conversion of starting material to desired product)... Reactants: CCO, [Ca+2], [Cl-], [Cl-], [Fe], O=[N+]([O-])c1ccc(SCc2cnc3ccccn23)cc1. Yields the product Nc1ccc(SCc2cnc3ccccn23)cc1. Reaction SMILES: [CH3:24][CH2:25][OH:26].[Ca+2:23].[Cl-:21].[Cl-:22].[Fe:27].[N+:1]([O-:2])(=[O:3])[c:4]1[cH:5][cH:6][c:7]([S:10][CH2:11][c:12]2[cH:13][n:14][c:15]3[n:16]2[cH:17][cH:18][cH:19][cH:20]3)[cH:8][cH:9]1>>[NH2:1][c:4]1[cH:5][cH:6][c:7]([S:10][CH2:11][c:12]2[cH:13][n:14][c:15]3[n:16]2[cH:17][cH:18][cH:19][cH:20]3)[cH:8][cH:9]1. The product is N#Cc1cc2ccc(N)cc2[nH]1. Reactants: CCO, N#Cc1cc2c([N+](=O)[O-])cccc2[nH]1, N#Cc1cc2ccc([N+](=O)[O-])cc2[nH]1. As a reaction SMILES: [CH3:29][CH2:30][OH:31].[N+:15]([c:16]1[cH:17][cH:18][cH:19][c:20]2[c:21]1[cH:22][c:23]([C:24]#[N:25])[nH:26]2)([O-:27])=[O:28].[N+:1]([O-:2])(=[O:3])[c:4]1[cH:5][cH:6][c:7]2[cH:8][c:9]([C:13]#[N:14])[nH:10][c:11]2[cH:12]1>>[NH2:1][c:4]1[cH:5][cH:6][c:7]2[cH:8][c:9]([C:13]#[N:14])[nH:10][c:11]2[cH:12]1.